Dataset: the Open Reaction Database (ORD), a public repository of structured organic reaction records. Task: describe an organic reaction: reactants, conditions, products, and yield Starting materials: CC(Cl)C(=O)Cl, Nc1ccc(C2=NNC(=O)CC2)cc1, c1ccccc1. Yields the product CC(Cl)C(=O)Nc1ccc(C2=NNC(=O)CC2)cc1. Reaction SMILES: [Cl:15][CH:16]([C:17](=[O:18])[Cl:19])[CH3:20].[NH2:1][c:2]1[cH:3][cH:4][c:5]([C:8]2=[N:13][NH:12][C:11](=[O:14])[CH2:10][CH2:9]2)[cH:6][cH:7]1.[cH:21]1[cH:22][cH:23][cH:24][cH:25][cH:26]1>>[NH:1]([c:2]1[cH:3][cH:4][c:5]([C:8]2=[N:13][NH:12][C:11](=[O:14])[CH2:10][CH2:9]2)[cH:6][cH:7]1)[C:17]([CH:16]([Cl:15])[CH3:20])=[O:18]. Reactants: NC1=NS(C2=C1C(=CC=C2)OC)(=O)=O (3-amino-4-methoxy-1,2-benzoisothiazole-1,1-dioxide), [C-]#N.[K+] (potassium cyanide), C(Cl)Cl (methylene chloride). Run in CS(=O)C (dimethyl-sulfoxide). Conditions: temperature 160 celsius, time 1.5 hour. Yields the product NC1=NS(C2=C1C(=CC=C2)O)(=O)=O (3-Amino-4-hydroxy-1,2-benzoisothiazole-1,1-dioxide). As a reaction SMILES: [NH2:1][C:2]1[C:6]2[C:7]([O:11]C)=[CH:8][CH:9]=[CH:10][C:5]=2[S:4](=[O:14])(=[O:13])[N:3]=1.[C-]#N.[K+].C(Cl)Cl>CS(C)=O>[NH2:1][C:2]1[C:6]2[C:7]([OH:11])=[CH:8][CH:9]=[CH:10][C:5]=2[S:4](=[O:14])(=[O:13])[N:3]=1 |f:1.2|. Procedure: A mixture of 5 gm of 3-amino-4-methoxy-1,2-benzoisothiazole-1,1-dioxide and 1.63 gm of potassium cyanide in 15 ml of dimethyl-sulfoxide was heated to 130°-140° C. (bath temperature 160° C.) and kept at this temperature for 1.5 hours. After cooling, the reaction mixture was stirred into 250 ml of methylene chloride, and the resulting precipitate was filtered off, dried and dissolved in 30 ml of water. At 60° C. the solution was treated with charcoal and filtered while hot. The hot filtrate was ad... The reactants are C1(=CC=CC=C1)C(CCC#N)(C=COC)C1=CC=CC=C1 (4,4-diphenyl-6-methoxyhex-5-enenitrile), Cl (HCl). The solvent is C(C)OCC (diethylether). Reaction conditions: time 16 hour. Product: C1(=CC=CC=C1)C(CCC#N)(CC=O)C1=CC=CC=C1 (4.4-Diphenyl-5-formylpentanonitrile). The yield is 99.7%. As a reaction SMILES: [C:1]1([C:7]([C:16]2[CH:21]=[CH:20][CH:19]=[CH:18][CH:17]=2)([CH:12]=[CH:13][O:14]C)[CH2:8][CH2:9][C:10]#[N:11])[CH:6]=[CH:5][CH:4]=[CH:3][CH:2]=1.Cl>C(OCC)C>[C:1]1([C:7]([C:16]2[CH:21]=[CH:20][CH:19]=[CH:18][CH:17]=2)([CH2:12][CH:13]=[O:14])[CH2:8][CH2:9][C:10]#[N:11])[CH:2]=[CH:3][CH:4]=[CH:5][CH:6]=1. Procedure details: To a solution of 4,4-diphenyl-6-methoxyhex-5-enenitrile (4.0 g, 14.4 mmol) in diethylether (60 mL) was added HCl (2 mL, 37 %). The reaction mixture was stirred at room temperature for 16 hr and then the solvent was evaporated in vacuo . The residue was dissolved in dichloro- methane and filtered through a plug of silica gel to give the desired aldehyde as an oil (3.78 g, 99%): 1H-NMR (CDCl3, δ): 2.03-2.10 (m, 2H), 2.56- 2.64 (m, 2H), 3.12 (d, J=3 Hz, 2H), 7.14-7.41 (m, 1OH), 9.34 (t, J=3 Hz, 1H)... Reactants: [H-].[H-].[H-].[H-].[Li+].[Al+3] (LiAlH4), C(C)(C)C1=C(C(=CC=C1)C(C)C)/N=C(\C)/C1=C(C(=CC(=C1)C)C1=C(C=CC=C1)OC)O (3-[(1E)-N-(2,6-Diisopropylphenyl)ethanimidoyl]-2′-methoxy-5-methylbiphenyl-2-ol), [O-]S(=O)(=O)[O-].[Na+].[Na+] (Na2SO4). Run in C1CCOC1 (THF). Run at time 4 hour. Product: C(C)(C)C1=C(C(=CC=C1)C(C)C)NC(C)C1=C(C(=CC(=C1)C)C1=C(C=CC=C1)OC)O (3-{1-[(2,6-Diisopropylphenyl)amino]ethyl}-2′-methoxy-5-methylbiphenyl-2-ol). Yield: 82.4%. Reaction SMILES: [H-].[H-].[H-].[H-].[Li+].[Al+3].[CH:7]([C:10]1[CH:15]=[CH:14][CH:13]=[C:12]([CH:16]([CH3:18])[CH3:17])[C:11]=1/[N:19]=[C:20](/[C:22]1[CH:27]=[C:26]([CH3:28])[CH:25]=[C:24]([C:29]2[CH:34]=[CH:33][CH:32]=[CH:31][C:30]=2[O:35][CH3:36])[C:23]=1[OH:37])\[CH3:21])([CH3:9])[CH3:8].[O-]S([O-])(=O)=O.[Na+].[Na+]>C1COCC1>[CH:16]([C:12]1[CH:13]=[CH:14][CH:15]=[C:10]([CH:7]([CH3:9])[CH3:8])[C:11]=1[NH:19][CH:20]([C:22]1[CH:27]=[C:26]([CH3:28])[CH:25]=[C:24]([C:29]2[CH:34]=[CH:33][CH:32]=[CH:31][C:30]=2[O:35][CH3:36])[C:23]=1[OH:37])[CH3:21])([CH3:17])[CH3:18] |f:0.1.2.3.4.5,7.8.9|. Procedure: To a suspension of 0.34 g (8.0 mmol) of LiAlH4 in 25 mL of THF, 1.04 g (2.50 mmol) of 31 was added. The obtained mixture was stirred for 4 hr, and then saturated aqueous solution of Na2SO4 was added. The organic layer was separated, and the aqueous layer was washed with 2×50 mL of diethyl ether. The combined organic extract was evaporated to dryness. The product was isolated by flash-chromatography on silica gel 60 (40-63 um, eluent: from hexanes to hexanes-ether, 20:1, vol.) to give 0.86 g (82%... Starting materials: COC(=O)C(Br)Oc1ccccc1, CCCC[N+](CCCC)(CCCC)CCCC, Cc1cc(C)nc(O)n1, CCCC[N+](CCCC)(CCCC)CCCC, CCOCC, C1CCOC1, [OH-]. The product is COC(=O)C(Oc1ccccc1)Oc1nc(C)cc(C)n1. Reaction SMILES: [Br:45][CH:46]([C:47](=[O:48])[O:49][CH3:50])[O:51][c:52]1[cH:53][cH:54][cH:55][cH:56][cH:57]1.[CH2:28]([N+:29]([CH2:30][CH2:31][CH2:32][CH3:33])([CH2:34][CH2:35][CH2:36][CH3:37])[CH2:38][CH2:39][CH2:40][CH3:41])[CH2:42][CH2:43][CH3:44].[CH3:18][c:19]1[n:20][c:21]([OH:26])[n:22][c:23]([CH3:25])[cH:24]1.[CH3:1][CH2:2][CH2:3][CH2:4][N+:5]([CH2:6][CH2:7][CH2:8][CH3:9])([CH2:10][CH2:11][CH2:12][CH3:13])[CH2:14][CH2:15][CH2:16][CH3:17].[CH3:63][CH2:64][O:65][CH2:66][CH3:67].[O:58]1[CH2:59][CH2:60][CH2:61][CH2:62]1.[OH-:27]>>[CH3:18][c:19]1[n:20][c:21]([O:26][CH:46]([C:47](=[O:48])[O:49][CH3:50])[O:51][c:52]2[cH:53][cH:54][cH:55][cH:56][cH:57]2)[n:22][c:23]([CH3:25])[cH:24]1. Starting materials: S(=O)(Cl)Cl (Thionyl chloride), FC=1C=C(C=CC1F)[C@H]1[C@@H](C1)C(=O)O ((1R,2R)-2-(3,4-difluorophenyl)-1-cyclopropanecarboxylic acid). Run in C1(=CC=CC=C1)C (toluene). Reaction conditions: temperature 35 celsius, time 6 hour. The product is FC=1C=C(C=CC1F)[C@H]1[C@@H](C1)C(=O)Cl ((1R,2R)-2-(3,4-difluorophenyl)-1-cyclopropanecarbonyl chloride). As a reaction SMILES: S(Cl)([Cl:3])=O.[F:5][C:6]1[CH:7]=[C:8]([C@@H:13]2[CH2:15][C@H:14]2[C:16]([OH:18])=O)[CH:9]=[CH:10][C:11]=1[F:12]>C1(C)C=CC=CC=1>[F:5][C:6]1[CH:7]=[C:8]([C@@H:13]2[CH2:15][C@H:14]2[C:16]([Cl:3])=[O:18])[CH:9]=[CH:10][C:11]=1[F:12]. Procedure details: Thionyl chloride (72.65 g, 1.21 molar equivalents) was added to the stirred toluene solution of (1R,2R)-2-(3,4-difluorophenyl)-1-cyclopropanecarboxylic acid (18 wt %, net 100.00 g, 504.62 mmol). The mixture was stirred at 35° C. for 6 hours, then concentrated under reduced pressure to give a solution of (1R,2R)-2-(3,4-difluorophenyl)-1-cyclopropanecarbonyl chloride. To a mixture of 28% ammonia aqueous solution (122.55 g, 4.00 molar equivalents), water (300.4 g) and ethyl acetate (700.2 g), the s...